This data is from the Open Reaction Database (ORD), a public repository of structured organic reaction records. The task is: describe an organic reaction: reactants, conditions, products, and yield Reactants: Cl, [Na+], C1CCOC1, [OH-], O, O, CCN(CCCOc1ccc2c(Nc3cc(CC(=O)Nc4cccc(F)c4)[nH]n3)ncnc2c1)CCOP(=O)([O-])OC(C)(C)C. Yields the product CCN(CCCOc1ccc2c(Nc3cc(CC(=O)Nc4cccc(F)c4)[nH]n3)ncnc2c1)CCOP(=O)(O)O. As a reaction SMILES: [ClH:52].[Na+:54].[O:46]1[CH2:47][CH2:48][CH2:49][CH2:50]1.[OH-:53].[OH2:51].[OH2:55].[P:1](=[O:2])([O:3][C:4]([CH3:5])([CH3:6])[CH3:7])([O:8][CH2:9][CH2:10][N:11]([CH2:12][CH3:13])[CH2:14][CH2:15][CH2:16][O:17][c:18]1[cH:19][cH:20][c:21]2[c:22]([NH:28][c:29]3[n:30][nH:31][c:32]([CH2:34][C:35](=[O:36])[NH:37][c:38]4[cH:39][c:40]([F:44])[cH:41][cH:42][cH:43]4)[cH:33]3)[n:23][cH:24][n:25][c:26]2[cH:27]1)[O-:45]>>[P:1](=[O:2])([OH:3])([O:8][CH2:9][CH2:10][N:11]([CH2:12][CH3:13])[CH2:14][CH2:15][CH2:16][O:17][c:18]1[cH:19][cH:20][c:21]2[c:22]([NH:28][c:29]3[n:30][nH:31][c:32]([CH2:34][C:35](=[O:36])[NH:37][c:38]4[cH:39][c:40]([F:44])[cH:41][cH:42][cH:43]4)[cH:33]3)[n:23][cH:24][n:25][c:26]2[cH:27]1)[OH:45]. Reactants: example 5 ( 20 ), NCC(C(=O)OCC)C1(OCCO1)C (ethyl 3-amino-2-(2-methyl-[1,3]dioxolan-2-yl)propionate), [N+](=O)([O-])C1=C2C(C(=O)OC2=O)=CC=C1 (3-nitrophthalic anhydride). The product is [N+](=O)([O-])C1=C2C(N(C(C2=CC=C1)=O)CC(C(=O)OCC)C1(OCCO1)C)=O (Ethyl 3-(4-nitro-1,3-dioxo-1,3-dihydro-isoindol-2-yl)-2-(2-methyl-[1,3]dioxolan-2-yl)propionate). As a reaction SMILES: [NH2:1][CH2:2][CH:3]([C:9]1([CH3:14])[O:13][CH2:12][CH2:11][O:10]1)[C:4]([O:6][CH2:7][CH3:8])=[O:5].[N+:15]([C:18]1[CH:28]=[CH:27][CH:26]=[C:20]2[C:21]([O:23][C:24](=O)[C:19]=12)=[O:22])([O-:17])=[O:16]>>[N+:15]([C:18]1[CH:28]=[CH:27][CH:26]=[C:20]2[C:19]=1[C:24](=[O:23])[N:1]([CH2:2][CH:3]([C:9]1([CH3:14])[O:10][CH2:11][CH2:12][O:13]1)[C:4]([O:6][CH2:7][CH3:8])=[O:5])[C:21]2=[O:22])([O-:17])=[O:16]. Procedure: Ethyl 3-(4-nitro-1,3-dioxo-1,3-dihydro-isoindol-2-yl)-2-(2-methyl-[1,3]dioxolan-2-yl)propionate was prepared (0.64 g, 51%) in the same manner as described in the above example 5 (20) from ethyl 3-amino-2-(2-methyl-[1,3]dioxolan-2-yl)propionate (0.68 g, 3.34 mmol) and 3-nitrophthalic anhydride (0.84 g, 4.33 mmol), and the obtained product was identified with the following NMR data. Reactants: C[O-].[Na+] (Sodium methoxide), COC(C(=O)OC)=O (dimethyloxalate), C(C)(=O)C=1C=NC=CC1 (3-acetylpyridine). Run in CO (methanol). Run at time 3 day. Product: O=C(C(=O)OC)CC(C=1C=NC=CC1)=O (Methyl 2,4-dioxo-4-(3-pyridyl)butanoate). Isolated yield 83.7%. RXN SMILES: C[O-].[Na+].CO[C:6](=[O:11])[C:7]([O:9][CH3:10])=[O:8].[C:12]([C:15]1[CH:16]=[N:17][CH:18]=[CH:19][CH:20]=1)(=[O:14])[CH3:13]>CO>[O:11]=[C:6]([CH2:13][C:12](=[O:14])[C:15]1[CH:16]=[N:17][CH:18]=[CH:19][CH:20]=1)[C:7]([O:9][CH3:10])=[O:8] |f:0.1|. Procedure: Sodium methoxide (5.4 g, 100 mmol) and dimethyloxalate (11.8 g, 100 mmol) were dissolved in anhydrous methanol (700 mL) and stirred at room temperature under nitrogen until a suspension was formed. To this mixture, 3-acetylpyridine (5.5 mL, 50 mmol) was added and the stirring was continued for 3 days at room temperature. The reaction was quenched with enough 5% aqueous KHSO4 until all solids have dissolved. The methanol was removed under reduced pressure, and the residue was extracted with ethyl...